Dataset: the Open Reaction Database (ORD), a public repository of structured organic reaction records. Task: describe an organic reaction: reactants, conditions, products, and yield The reactants are [BH3-]C#N, CC(=O)N1CCC(=O)CC1, CO, CCO, C[NH3+], CC(C)O, [Cl-], [K+], [Na+], [OH-]. Product: CNC1CCN(C(C)=O)CC1, Cl. Reaction SMILES: [C:16](#[N:17])[BH3-:18].[C:6]([CH3:7])(=[O:8])[N:9]1[CH2:10][CH2:11][C:12](=[O:15])[CH2:13][CH2:14]1.[CH3:20][OH:21].[CH3:22][CH2:23][OH:24].[CH3:4][NH3+:5].[CH:25]([OH:26])([CH3:27])[CH3:28].[Cl-:3].[K+:2].[Na+:19].[OH-:1]>>[C:6]([CH3:7])(=[O:8])[N:9]1[CH2:10][CH2:11][CH:12]([NH:17][CH3:16])[CH2:13][CH2:14]1.[ClH:3]. Reactants: ClC1=NC=C(C=C1)C (2-chloro-5-methylpyridine), NC1=CC=C(OC=2C(=NC=CN2)C2CCN(CC2)C(C)=O)C=C1 (1-(4-(3-(4-aminophenoxy)pyrazin-2-yl)piperidin-1-yl)ethanone), C1(CCCCC1)P(C1=C(C=CC=C1)C1=C(C=CC=C1)C)C1CCCCC1 (2-(dicyclohexylphosphino)-2′-methylbiphenyl), CC(C)([O-])C.[Na+] (sodium tert-butoxide), C1(=CC=CC=C1)C (toluene). Reagents/catalysts: C=1C=CC(=CC1)/C=C/C(=O)/C=C/C2=CC=CC=C2.C=1C=CC(=CC1)/C=C/C(=O)/C=C/C2=CC=CC=C2.C=1C=CC(=CC1)/C=C/C(=O)/C=C/C2=CC=CC=C2.[Pd].[Pd] (tris(dibenzylideneacetone)dipalladium(0)). Solvent: C(Cl)Cl (CH2Cl2). Reaction conditions: temperature 100 celsius, time 18 hour. The product is CC=1C=CC(=NC1)NC1=CC=C(OC=2C(=NC=CN2)C2CCN(CC2)C(C)=O)C=C1 (1-(4-(3-(4-(5-methylpyridin-2-ylamino)phenoxy)pyrazin-2-yl)piperidin-1-yl)ethanone). RXN SMILES: Cl[C:2]1[CH:7]=[CH:6][C:5]([CH3:8])=[CH:4][N:3]=1.[NH2:9][C:10]1[CH:31]=[CH:30][C:13]([O:14][C:15]2[C:16]([CH:21]3[CH2:26][CH2:25][N:24]([C:27](=[O:29])[CH3:28])[CH2:23][CH2:22]3)=[N:17][CH:18]=[CH:19][N:20]=2)=[CH:12][CH:11]=1.C1(P(C2CCCCC2)C2C=CC=CC=2C2C=CC=CC=2C)CCCCC1.CC(C)([O-])C.[Na+].C1(C)C=CC=CC=1>C(Cl)Cl.C1C=CC(/C=C/C(/C=C/C2C=CC=CC=2)=O)=CC=1.C1C=CC(/C=C/C(/C=C/C2C=CC=CC=2)=O)=CC=1.C1C=CC(/C=C/C(/C=C/C2C=CC=CC=2)=O)=CC=1.[Pd].[Pd]>[CH3:8][C:5]1[CH:6]=[CH:7][C:2]([NH:9][C:10]2[CH:31]=[CH:30][C:13]([O:14][C:15]3[C:16]([CH:21]4[CH2:26][CH2:25][N:24]([C:27](=[O:29])[CH3:28])[CH2:23][CH2:22]4)=[N:17][CH:18]=[CH:19][N:20]=3)=[CH:12][CH:11]=2)=[N:3][CH:4]=1 |f:3.4,7.8.9.10.11|. Procedure: Into a sealed tube were added 2-chloro-5-methylpyridine (0.055 g, 0.431 mmol), 1-(4-(3-(4-aminophenoxy)pyrazin-2-yl)piperidin-1-yl)ethanone (0.148 g, 0.474 mmol), tris(dibenzylideneacetone)dipalladium(0) (0.024 g, 0.026 mmol), 2-(dicyclohexylphosphino)-2′-methylbiphenyl (0.016 g, 0.043 mmol), sodium tert-butoxide (0.124 g, 1.293 mmol), and toluene (2.16 mL, 0.431 mmol). After the mixture was degassed for 5 min, the reaction was stirred at 100° C. for 18 h. The cooled reaction was diluted with CH... The reactants are C(C)(=O)O[C@H]1[C@H](OC2=C(C=CC=C2)CC2=CC=C(C=C2)C(N)=O)O[C@@H]([C@H]([C@@H]1OC(C)=O)OC(C)=O)COC(C)=O (2-(4-carbamoylbenzyl)phenyl 2,3,4,6-tetra-O-acetyl-β-D-glucopyranoside), C[O-].[Na+] (sodium methoxide). The solvent is CO (methanol). Run at time 30 minute. Product: O([C@H]1[C@H](O)[C@@H](O)[C@H](O)[C@H](O1)CO)C1=C(C=CC=C1)CC1=CC=C(C=C1)C(N)=O (2-(4-carbamoylbenzyl)phenyl β-D-glucopyranoside). Reaction SMILES: C([O:4][C@@H:5]1[C@@H:27]([O:28]C(=O)C)[C@H:26]([O:32]C(=O)C)[C@@H:25]([CH2:36][O:37]C(=O)C)[O:24][C@H:6]1[O:7][C:8]1[CH:13]=[CH:12][CH:11]=[CH:10][C:9]=1[CH2:14][C:15]1[CH:20]=[CH:19][C:18]([C:21](=[O:23])[NH2:22])=[CH:17][CH:16]=1)(=O)C.C[O-].[Na+]>CO>[O:7]([C:8]1[CH:13]=[CH:12][CH:11]=[CH:10][C:9]=1[CH2:14][C:15]1[CH:20]=[CH:19][C:18]([C:21](=[O:23])[NH2:22])=[CH:17][CH:16]=1)[C@@H:6]1[O:24][C@H:25]([CH2:36][OH:37])[C@@H:26]([OH:32])[C@H:27]([OH:28])[C@H:5]1[OH:4] |f:1.2|. Reported procedure: To a suspension of 4-(2-hydroxybenzyl)benzamide (0.063 g) and 1,2,3,4,6-penta-O-acetyl-β-D-glucopyranose (0.33 g) in toluene (3 mL) was added boron trifluoride diethyl-ether complex (0.11 mL), and the mixture was stirred at room temperature overnight. The reaction mixture was concentrated under reduced pressure, and the residue was purified by column chromatography on silica gel (eluent: hexane/ethyl acetate=4/1) to give 2-(4-carbamoylbenzyl)phenyl 2,3,4,6-tetra-O-acetyl-β-D-glucopyranoside. To ... Starting materials: C(C)(C)(C)OC(N(C)C1CCC(CC1)NCC1=C(C=CC(=C1)C1=C(C=NC=C1)F)OC)=O ({4-[5-(3-Fluoro-pyridin-4-yl)-2-methoxy-benzylamino]-cyclohexyl}-methyl-carbamic acid tert-butyl ester), ClC=1C2=C(SC1C(=O)Cl)C(=CC=C2F)F (3-Chloro-4,7-difluoro-benzo[b]thiophene-2-carbonyl chloride). Yields the product FC=1C=NC=CC1C=1C=CC(=C(CN(C(=O)C2=C(C3=C(S2)C(=CC=C3F)F)Cl)C3CCC(CC3)NC)C1)OC (3-Chloro-4,7-difluoro-benzo[b]thiophene-2-carboxylic acid [5-(3-fluoro-pyridin-4-yl)-2-methoxy-benzyl]-(4-methylamino-cyclohexyl)-amide). Reaction SMILES: C(O[C:6](=O)[N:7]([CH:9]1[CH2:14][CH2:13][CH:12]([NH:15][CH2:16][C:17]2[CH:22]=[C:21]([C:23]3[CH:28]=[CH:27][N:26]=[CH:25][C:24]=3[F:29])[CH:20]=[CH:19][C:18]=2[O:30][CH3:31])[CH2:11][CH2:10]1)C)(C)(C)C.[Cl:33][C:34]1[C:35]2[C:45]([F:46])=[CH:44][CH:43]=[C:42]([F:47])[C:36]=2[S:37][C:38]=1[C:39](Cl)=[O:40]>>[F:29][C:24]1[CH:25]=[N:26][CH:27]=[CH:28][C:23]=1[C:21]1[CH:20]=[CH:19][C:18]([O:30][CH3:31])=[C:17]([CH:22]=1)[CH2:16][N:15]([CH:12]1[CH2:11][CH2:10][CH:9]([NH:7][CH3:6])[CH2:14][CH2:13]1)[C:39]([C:38]1[S:37][C:36]2[C:42]([F:47])=[CH:43][CH:44]=[C:45]([F:46])[C:35]=2[C:34]=1[Cl:33])=[O:40]. Reported procedure: Following the synthetic protocol described in Method D′; 3-Chloro-4,7-difluoro-benzo[b]thiophene-2-carboxylic acid [5-(3-fluoro-pyridin-4-yl)-2-methoxy-benzyl]-(4-methylamino-cyclohexyl)-amide is prepared starting from {4-[5-(3-Fluoro-pyridin-4-yl)-2-methoxy-benzylamino]-cyclohexyl}-methyl-carbamic acid tert-butyl ester and 3-Chloro-4,7-difluoro-benzo[b]thiophene-2-carbonyl chloride. The desired product is isolated in 54%.